Dataset: the Open Reaction Database (ORD), a public repository of structured organic reaction records. Task: describe an organic reaction: reactants, conditions, products, and yield The reactants are COc1cc(C=O)cc(OC)c1OC, COc1cc(CC2COC(=O)C2)cc2c1OCO2, CO, Cc1ccccc1, CCOC(C)=O, [H-], [Na+]. Product: COc1cc(C=C2C(=O)OCC2Cc2cc(OC)c3c(c2)OCO3)cc(OC)c1OC. Reaction SMILES: [CH3:19][O:20][c:21]1[cH:22][c:23]([CH:24]=[O:25])[cH:26][c:27]([O:31][CH3:32])[c:28]1[O:29][CH3:30].[CH3:1][O:2][c:3]1[c:4]2[c:5]([cH:6][c:7]([CH2:9][CH:10]3[CH2:11][C:12](=[O:13])[O:14][CH2:15]3)[cH:8]1)[O:16][CH2:17][O:18]2.[CH3:35][OH:36].[CH3:37][c:38]1[cH:39][cH:40][cH:41][cH:42][cH:43]1.[CH3:44][CH2:45][O:46][C:47](=[O:48])[CH3:49].[H-:33].[Na+:34]>>[CH3:1][O:2][c:3]1[c:4]2[c:5]([cH:6][c:7]([CH2:9][CH:10]3[C:11](=[CH:24][c:23]4[cH:22][c:21]([O:20][CH3:19])[c:28]([O:29][CH3:30])[c:27]([O:31][CH3:32])[cH:26]4)[C:12](=[O:13])[O:14][CH2:15]3)[cH:8]1)[O:16][CH2:17][O:18]2. Starting materials: CC(C)(C)OC(=O)N1CCC(Nc2nc(N)c(C(=O)c3cccc(F)c3)s2)CC1, CCOCC, ClCCl, O=C(O)C(F)(F)F. Yields the product Nc1nc(NC2CCNCC2)sc1C(=O)c1cccc(F)c1. RXN SMILES: [C:1]([O:2][C:3](=[O:4])[N:8]1[CH2:9][CH2:10][CH:11]([NH:14][c:15]2[s:16][c:17]([C:21]([c:22]3[cH:23][c:24]([F:28])[cH:25][cH:26][cH:27]3)=[O:29])[c:18]([NH2:20])[n:19]2)[CH2:12][CH2:13]1)([CH3:5])([CH3:6])[CH3:7].[CH2:30]([O:31][CH2:32][CH3:33])[CH3:34].[CH2:42]([Cl:43])[Cl:44].[OH:35][C:36]([C:37]([F:38])([F:39])[F:40])=[O:41]>>[NH:8]1[CH2:9][CH2:10][CH:11]([NH:14][c:15]2[s:16][c:17]([C:21]([c:22]3[cH:23][c:24]([F:28])[cH:25][cH:26][cH:27]3)=[O:29])[c:18]([NH2:20])[n:19]2)[CH2:12][CH2:13]1. Yields the product BrC1=CC=C(CN2C(=C(C3=CC(=CC=C23)OC)C=CC(=O)OCC)C)C=C1 (Ethyl 3-[1-(p-bromobenzyl)-5-methoxy-2-methylindol-3-yl]propenoate). Procedure: A mixture of the indole from Step 2 (8.46 g, 23.6 mmol) and (carbethoxymethylene)triphenylphosphorane (16.9 g, 48.6 mmol) was suspended in 25 mL of toluene and heated to reflux for 15 h. The solvent was removed in vacuo and the residue was purified by flash chromatography (25% ethyl acetate/hexanes) to provide 9.38 g of the title compound. The reactants are BrC1=CC=C(CN2C(=C(C3=CC(=CC=C23)OC)C=O)C)C=C1 (1-(p-Bromobenzyl)-3-formyl-5-methoxy-2-methylindole), C(=O)(OCC)C=P(C1=CC=CC=C1)(C1=CC=CC=C1)C1=CC=CC=C1 ((carbethoxymethylene)triphenylphosphorane), C1(=CC=CC=C1)C (toluene). As a reaction SMILES: [Br:1][C:2]1[CH:22]=[CH:21][C:5]([CH2:6][N:7]2[C:15]3[C:10](=[CH:11][C:12]([O:16][CH3:17])=[CH:13][CH:14]=3)[C:9](C=O)=[C:8]2[CH3:20])=[CH:4][CH:3]=1.[C:23]([CH:28]=P(C1C=CC=CC=1)(C1C=CC=CC=1)C1C=CC=CC=1)([O:25][CH2:26][CH3:27])=[O:24].[C:48]1(C)C=CC=CC=1>>[Br:1][C:2]1[CH:3]=[CH:4][C:5]([CH2:6][N:7]2[C:15]3[C:10](=[CH:11][C:12]([O:16][CH3:17])=[CH:13][CH:14]=3)[C:9]([CH:48]=[CH:28][C:23]([O:25][CH2:26][CH3:27])=[O:24])=[C:8]2[CH3:20])=[CH:21][CH:22]=1. The reactants are [Si](C1=CC=CC=C1)(C1=CC=CC=C1)(C(C)(C)C)O[C@@H]1CC[C@H]([C@@H](C1)C(=O)O)C(N(C)CCCCC=C)=O ((1R,2R,5R)-5-(tert-butyldiphenylsilyloxy)-2-(hex-5-enyl(methyl)carbamoyl)cyclohexanecarboxylic acid), N[C@]1([C@@H](C1)C=C)C(=O)OC ((1R,2S)-methyl 1-amino-2-vinylcyclopropanecarboxylate), [Si](C1=CC=CC=C1)(C1=CC=CC=C1)(C(C)(C)C)O[C@@H]1CC[C@H]([C@@H](C1)C(=O)OC(C)(C)C)C(N(C)CCCCC=C)=O ((1R,2R,5R)-tert-butyl 5-(tert-butyldiphenylsilyloxy)-2-(hex-5-enyl(methyl)carbamoyl)cyclohexanecarboxylate). Yields the product [Si](C1=CC=CC=C1)(C1=CC=CC=C1)(C(C)(C)C)O[C@@H]1CC[C@H]([C@@H](C1)C(=O)N[C@]1([C@@H](C1)C=C)C(=O)OC)C(N(C)CCCCC=C)=O ((1R,2S)-methyl 1-((1R,2R,5R)-5-(tert-butyldiphenylsilyloxy)-2-(hex-5-enyl(methyl)carbamoyl)cyclohexanecarboxamido)-2-vinylcyclopropanecarboxylate). Reaction SMILES: [Si:1]([O:18][C@H:19]1[CH2:24][C@@H:23]([C:25](O)=[O:26])[C@H:22]([C:28](=[O:37])[N:29]([CH2:31][CH2:32][CH2:33][CH2:34][CH:35]=[CH2:36])[CH3:30])[CH2:21][CH2:20]1)([C:14]([CH3:17])([CH3:16])[CH3:15])([C:8]1[CH:13]=[CH:12][CH:11]=[CH:10][CH:9]=1)[C:2]1[CH:7]=[CH:6][CH:5]=[CH:4][CH:3]=1.[NH2:38][C@:39]1([C:44]([O:46][CH3:47])=[O:45])[CH2:41][C@H:40]1[CH:42]=[CH2:43].[Si](O[C@H]1C[C@@H](C(OC(C)(C)C)=O)[C@H](C(=O)N(CCCCC=C)C)CC1)(C(C)(C)C)(C1C=CC=CC=1)C1C=CC=CC=1>>[Si:1]([O:18][C@H:19]1[CH2:24][C@@H:23]([C:25]([NH:38][C@:39]2([C:44]([O:46][CH3:47])=[O:45])[CH2:41][C@H:40]2[CH:42]=[CH2:43])=[O:26])[C@H:22]([C:28](=[O:37])[N:29]([CH2:31][CH2:32][CH2:33][CH2:34][CH:35]=[CH2:36])[CH3:30])[CH2:21][CH2:20]1)([C:14]([CH3:17])([CH3:16])[CH3:15])([C:8]1[CH:13]=[CH:12][CH:11]=[CH:10][CH:9]=1)[C:2]1[CH:7]=[CH:6][CH:5]=[CH:4][CH:3]=1. Procedure details: Compound 41 was synthesized from compound 40 and (1R,2S)-methyl 1-amino-2-vinylcyclopropanecarboxylate as described for compound 39 to yield compound 41 as a yellow oil in 76% yield. MS (ESI, EI+): m/z=645 (MH+) Reactants: [H-].[H-].[H-].[H-].[Li+].[Al+3] (LAH), COC1=CC2=C(C(=CO2)C(C(=O)OC)=O)C=C1 (methyl 2-(6-methoxybenzofuran-3-yl)-2-oxoacetate), [NH4+].[Cl-] (NH4Cl). The solvent is C1CCOC1 (THF). Conditions: time 8 hour. Yields the product COC1=CC2=C(C(=CO2)C(CO)O)C=C1 (1-(6-methoxy-benzofuran-3-yl)-ethane-1,2-diol). Reaction SMILES: [H-].[H-].[H-].[H-].[Li+].[Al+3].[CH3:7][O:8][C:9]1[CH:23]=[CH:22][C:12]2[C:13]([C:16](=[O:21])[C:17](OC)=[O:18])=[CH:14][O:15][C:11]=2[CH:10]=1.[NH4+].[Cl-]>C1COCC1>[CH3:7][O:8][C:9]1[CH:23]=[CH:22][C:12]2[C:13]([CH:16]([OH:21])[CH2:17][OH:18])=[CH:14][O:15][C:11]=2[CH:10]=1 |f:0.1.2.3.4.5,7.8|. Reported procedure: LAH (0.093 g, 2.39 mmol) was added to a mixture of methyl 2-(6-methoxybenzofuran-3-yl)-2-oxoacetate (0.280 g, 1.196 mmol) in THF (10 mL) at 0° C. under N2, and the mixture was stirred overnight at room temperature under N2. An aqueous NH4Cl solution (5 mL) was added, and the reaction mixture was concentrated to half its volume and extracted with EtOAc. The organic layer was washed with brine and water, dried over anhydrous MgSO4, and evaporated to give 1-(6-methoxy-benzofuran-3-yl)-ethane-1,2-di... Reactants: Cl.C(C)OC(=O)C1OC2=C(NC1)C=CC=C2 (3,4-dihydro-2H-1,4-benzoxazine-2-carboxylic acid ethyl ester hydrochloride), C([O-])(O)=O.[Na+] (sodium bicarbonate), 1B, [O-]CC.[Tl+] (thallium ethoxide), base ( 1B ), C(C1=CC=CC=C1)Br (benzyl bromide). Run at time 16 hour. Yields the product C(C1=CC=CC=C1)N1CC(OC2=C1C=CC=C2)C(=O)OCC (Ethyl 3,4-dihydro-4-benzyl-2H-1,4-benzoxazine-2-carboxylate). Reaction SMILES: Cl.[CH2:2]([O:4][C:5]([CH:7]1[CH2:12][NH:11][C:10]2[CH:13]=[CH:14][CH:15]=[CH:16][C:9]=2[O:8]1)=[O:6])[CH3:3].C(=O)(O)[O-].[Na+].[O-]CC.[Tl+].[CH2:26](Br)[C:27]1[CH:32]=[CH:31][CH:30]=[CH:29][CH:28]=1>>[CH2:26]([N:11]1[C:10]2[CH:13]=[CH:14][CH:15]=[CH:16][C:9]=2[O:8][CH:7]([C:5]([O:4][CH2:2][CH3:3])=[O:6])[CH2:12]1)[C:27]1[CH:32]=[CH:31][CH:30]=[CH:29][CH:28]=1 |f:0.1,2.3,4.5|. Reported procedure: 1A was treated with sodium bicarbonate to prepare the free base (1B). A mixture of 5.3 g of 1B and 8.23 g of thallium ethoxide in 50 ml of dimethylformide was stirred at room temperature for 16 hours. 5.64 g of benzyl bromide then was added and the resulting mixture was stirred at room temperature for 5 hours. Thallium bromide precipitated and was filtered. The filtrate was stripped of solvent under reduced pressure and the residue was dry column chromatographed through silica gel using a 4:16:8... Reactants: NC=1C=C(C=CC1)O (m-aminophenol), C1(O)=CC(O)=CC=C1 (resorcinol). The product is C1(O)=CC(O)=CC=C1 (resorcinol), NC=1C=C(C=CC1)O (m-aminophenol), C=O (formaldehyde). RXN SMILES: [C:1]1([CH:8]=[CH:7][CH:6]=[C:4]([OH:5])[CH:3]=1)[OH:2].[NH2:9][C:10]1[CH:11]=[C:12]([OH:16])[CH:13]=[CH:14][CH:15]=1>>[C:1]1([CH:8]=[CH:7][CH:6]=[C:4]([OH:5])[CH:3]=1)[OH:2].[NH2:9][C:10]1[CH:11]=[C:12]([OH:16])[CH:13]=[CH:14][CH:15]=1.[CH2:1]=[O:2]. Reported procedure: providing a resorcinol resin composition comprising a resorcinol.m-aminophenol.formaldehyde co-condensed resin obtained by reaction of resorcinol, m-aminophenol, and formaldehyde; Reactants: CCN(C(C)C)C(C)C, CS(=O)(=O)N(CCCl)CCCl, Cl, COC(=O)C(N)CNC(=O)OC(C)(C)C, O. The product is COC(=O)C(CNC(=O)OC(C)(C)C)N1CCN(S(C)(=O)=O)CC1. As a reaction SMILES: [CH:29]([N:30]([CH2:31][CH3:32])[CH:33]([CH3:34])[CH3:35])([CH3:36])[CH3:37].[Cl:17][CH2:18][CH2:19][N:20]([S:21](=[O:22])(=[O:23])[CH3:24])[CH2:25][CH2:26][Cl:27].[ClH:1].[NH2:2][CH:3]([C:4](=[O:5])[O:6][CH3:7])[CH2:8][NH:9][C:10](=[O:11])[O:12][C:13]([CH3:14])([CH3:15])[CH3:16].[OH2:28]>>[N:2]1([CH:3]([C:4](=[O:5])[O:6][CH3:7])[CH2:8][NH:9][C:10](=[O:11])[O:12][C:13]([CH3:14])([CH3:15])[CH3:16])[CH2:18][CH2:19][N:20]([S:21](=[O:22])(=[O:23])[CH3:24])[CH2:25][CH2:26]1.